From a dataset of the Open Reaction Database (ORD), a public repository of structured organic reaction records. describe an organic reaction: reactants, conditions, products, and yield Starting materials: NCCNC1=NC2=CC=CC=C2C(=N1)NC1CCN(CC1)CC1=C(C=CC=C1OC)N(C)C (N2-(2-Aminoethyl)-N4-(1-(2-(dimethylamino)-6-methoxybenzyl)piperidin-4-yl)quinazoline-2,4-diamine), C(C)(C)N=C=O (isopropyl isocyanate). Solvent: ClCCl (dichloromethane). The product is CN(C1=C(CN2CCC(CC2)NC2=NC(=NC3=CC=CC=C23)NCCNC(=O)NC(C)C)C(=CC=C1)OC)C (1-(2-(4-(1-(2-(Dimethylamino)-6-methoxybenzyl)piperidin-4-ylamino)quinazolin-2-ylamino)ethyl)-3-isopropylurea). RXN SMILES: [NH2:1][CH2:2][CH2:3][NH:4][C:5]1[N:14]=[C:13]([NH:15][CH:16]2[CH2:21][CH2:20][N:19]([CH2:22][C:23]3[C:28]([O:29][CH3:30])=[CH:27][CH:26]=[CH:25][C:24]=3[N:31]([CH3:33])[CH3:32])[CH2:18][CH2:17]2)[C:12]2[C:7](=[CH:8][CH:9]=[CH:10][CH:11]=2)[N:6]=1.[CH:34]([N:37]=[C:38]=[O:39])([CH3:36])[CH3:35]>ClCCl>[CH3:33][N:31]([CH3:32])[C:24]1[CH:25]=[CH:26][CH:27]=[C:28]([O:29][CH3:30])[C:23]=1[CH2:22][N:19]1[CH2:20][CH2:21][CH:16]([NH:15][C:13]2[C:12]3[C:7](=[CH:8][CH:9]=[CH:10][CH:11]=3)[N:6]=[C:5]([NH:4][CH2:3][CH2:2][NH:1][C:38]([NH:37][CH:34]([CH3:36])[CH3:35])=[O:39])[N:14]=2)[CH2:17][CH2:18]1. Procedure details: A solution of Compound 125 (15 mg, 0.03 mmol) and isopropyl isocyanate (2.8 mg, 0.03 mmol) in dichloromethane (2 mL) was stirred at room temperature for 1 h. The product (Compound 126) was purified by Neutral alumina Prep TLC plate using 10% MeOH and 90% CH2Cl2 solution as eluent. Starting materials: CC(=O)OC(C)=O, ClCCl, Nc1ccc(N2CCN(c3ccncc3)CC2)cc1. Yields the product CC(=O)Nc1ccc(N2CCN(c3ccncc3)CC2)cc1. Reaction SMILES: [CH3:20][C:21](=[O:22])[O:23][C:24](=[O:25])[CH3:26].[Cl:27][CH2:28][Cl:29].[NH2:1][c:2]1[cH:3][cH:4][c:5]([N:8]2[CH2:9][CH2:10][N:11]([c:14]3[cH:15][cH:16][n:17][cH:18][cH:19]3)[CH2:12][CH2:13]2)[cH:6][cH:7]1>>[NH:1]([c:2]1[cH:3][cH:4][c:5]([N:8]2[CH2:9][CH2:10][N:11]([c:14]3[cH:15][cH:16][n:17][cH:18][cH:19]3)[CH2:12][CH2:13]2)[cH:6][cH:7]1)[C:21]([CH3:20])=[O:22]. Reactants: C(C)OC(=O)C1=CN(C2=NC(=CC=C2C1=O)C(F)(F)F)CC1=NC(=CC=C1)Br (1-(6-bromo-pyridin-2-ylmethyl)-4-oxo-7-trifluoromethyl-1,4-dihydro-[1,8]naphthyridine-3-carboxylic acid ethyl ester), Cl.CNOC (methylmethoxyamine hydrochloride), C[Al](C)C (AlMe3). The solvent is C1(=CC=CC=C1)C (toluene). The product is CON(C(=O)C1=CN(C2=NC(=CC=C2C1=O)C(F)(F)F)CC1=NC(=CC=C1)Br)C (1-(6-bromo-pyridin-2-ylmethyl)-4-oxo-7-trifluoromethyl-1,4-dihydro-[1,8]naphthyridine-3carboxylic acid methoxy-methyl-amide). RXN SMILES: C(O[C:4]([C:6]1[C:15](=[O:16])[C:14]2[C:9](=[N:10][C:11]([C:17]([F:20])([F:19])[F:18])=[CH:12][CH:13]=2)[N:8]([CH2:21][C:22]2[CH:27]=[CH:26][CH:25]=[C:24]([Br:28])[N:23]=2)[CH:7]=1)=[O:5])C.Cl.[CH3:30][NH:31][O:32][CH3:33].C[Al](C)C>C1(C)C=CC=CC=1>[CH3:33][O:32][N:31]([CH3:30])[C:4]([C:6]1[C:15](=[O:16])[C:14]2[C:9](=[N:10][C:11]([C:17]([F:18])([F:20])[F:19])=[CH:12][CH:13]=2)[N:8]([CH2:21][C:22]2[CH:27]=[CH:26][CH:25]=[C:24]([Br:28])[N:23]=2)[CH:7]=1)=[O:5] |f:1.2|. Reported procedure: A mixture of 1-(6-bromo-pyridin-2-ylmethyl)-4-oxo-7-trifluoromethyl-1,4-dihydro-[1,8]naphthyridine-3-carboxylic acid ethyl ester (0.72 g, 1.6 mmol, 1 equiv) and methylmethoxyamine hydrochloride (0.16 g, 1 equiv) in 2 mL of toluene was treated with AlMe3 (0.5 M in toluene, 3.5 mL, 1.1 equiv) at rt for 1 h. The reaction was quenched by slow addition of saturated aqueous solution of sodium potassium tartrate. The organic layer was dried over sodium sulfate, filtered and evaporated to give crude 1-(... The reactants are CCOc1cc(C(C)(C)C)ncc1C1=NC(C)(c2ccc(Cl)cc2)C(C)(c2ccc(Cl)cc2)N1C(=O)N1CCN(CC(=O)O)CC1, Cl, NC1CCOCC1. Yields the product CCOc1cc(C(C)(C)C)ncc1C1=NC(C)(c2ccc(Cl)cc2)C(C)(c2ccc(Cl)cc2)N1C(=O)N1CCN(CC(=O)NC2CCOCC2)CC1. As a reaction SMILES: [C:2]([CH3:3])([CH3:4])([CH3:5])[c:6]1[cH:7][c:8]([O:45][CH2:46][CH3:47])[c:9]([C:12]2=[N:16][C:15]([CH3:17])([c:18]3[cH:19][cH:20][c:21]([Cl:24])[cH:22][cH:23]3)[C:14]([CH3:25])([c:26]3[cH:27][cH:28][c:29]([Cl:32])[cH:30][cH:31]3)[N:13]2[C:33](=[O:34])[N:35]2[CH2:36][CH2:37][N:38]([CH2:41][C:42](=[O:43])[OH:44])[CH2:39][CH2:40]2)[cH:10][n:11]1.[ClH:1].[O:48]1[CH2:49][CH2:50][CH:51]([NH2:54])[CH2:52][CH2:53]1>>[C:2]([CH3:3])([CH3:4])([CH3:5])[c:6]1[cH:7][c:8]([O:45][CH2:46][CH3:47])[c:9]([C:12]2=[N:16][C:15]([CH3:17])([c:18]3[cH:19][cH:20][c:21]([Cl:24])[cH:22][cH:23]3)[C:14]([CH3:25])([c:26]3[cH:27][cH:28][c:29]([Cl:32])[cH:30][cH:31]3)[N:13]2[C:33](=[O:34])[N:35]2[CH2:36][CH2:37][N:38]([CH2:41][C:42](=[O:43])[NH:54][CH:51]3[CH2:50][CH2:49][O:48][CH2:53][CH2:52]3)[CH2:39][CH2:40]2)[cH:10][n:11]1. RXN SMILES: [CH:9]1([NH2:10])[CH2:11][CH2:12][CH2:13][CH2:14][CH:15]1[NH2:16].[Cu:32][I:33].[I:17][c:18]1[cH:19][c:20]([CH3:25])[cH:21][c:22]([CH3:24])[cH:23]1.[K+:6].[K+:7].[K+:8].[NH:26]1[C:27](=[O:31])[CH2:28][CH2:29][CH2:30]1.[O:34]1[CH2:35][CH2:36][O:37][CH2:38][CH2:39]1.[P:1]([O-:2])([O-:3])([O-:4])=[O:5]>>[c:18]1([N:26]2[C:27](=[O:31])[CH2:28][CH2:29][CH2:30]2)[cH:19][c:20]([CH3:25])[cH:21][c:22]([CH3:24])[cH:23]1. Starting materials: NC1CCCCC1N, [Cu]I, Cc1cc(C)cc(I)c1, [K+], [K+], [K+], O=C1CCCN1, C1COCCO1, O=P([O-])([O-])[O-]. The product is Cc1cc(C)cc(N2CCCC2=O)c1.